From a dataset of the Open Reaction Database (ORD), a public repository of structured organic reaction records. describe an organic reaction: reactants, conditions, products, and yield Reactants: CC(=O)c1cc2cccc(OC(C)c3ccccc3)c2o1, C1CCOC1, CCN(CC)C(=O)CP(=O)(O)O, [Cl-], [H-], [NH4+], [Na+]. The product is CCN(CC)C(=O)C=C(C)c1cc2cccc(OC(C)c3ccccc3)c2o1. RXN SMILES: [C:15]([CH3:16])(=[O:17])[c:18]1[cH:19][c:20]2[c:21]([o:22]1)[c:23]([O:27][CH:28]([CH3:29])[c:30]1[cH:31][cH:32][cH:33][cH:34][cH:35]1)[cH:24][cH:25][cH:26]2.[CH2:38]1[O:39][CH2:40][CH2:41][CH2:42]1.[CH2:3]([CH3:4])[N:5]([C:6]([CH2:7][P:8]([OH:9])([OH:10])=[O:11])=[O:12])[CH2:13][CH3:14].[Cl-:36].[H-:2].[NH4+:37].[Na+:1]>>[CH2:3]([CH3:4])[N:5]([C:6]([CH:7]=[C:15]([CH3:16])[c:18]1[cH:19][c:20]2[c:21]([o:22]1)[c:23]([O:27][CH:28]([CH3:29])[c:30]1[cH:31][cH:32][cH:33][cH:34][cH:35]1)[cH:24][cH:25][cH:26]2)=[O:12])[CH2:13][CH3:14]. The reactants are CCCC[N+](CCCC)(CCCC)CCCC, CCOC(C)=O, [F-], C1CCOC1, COc1cnc2c(c1)cc(C(=CC1CCCCC1)c1ccc(S(C)(=O)=O)cc1)n2S(=O)(=O)c1ccccc1. Yields the product COc1cnc2[nH]c(C(=CC3CCCCC3)c3ccc(S(C)(=O)=O)cc3)cc2c1. RXN SMILES: [CH3:40][CH2:41][CH2:42][CH2:43][N+:44]([CH2:45][CH2:46][CH2:47][CH3:48])([CH2:49][CH2:50][CH2:51][CH3:52])[CH2:53][CH2:54][CH2:55][CH3:56].[CH3:62][CH2:63][O:64][C:65](=[O:66])[CH3:67].[F-:39].[O:57]1[CH2:58][CH2:59][CH2:60][CH2:61]1.[c:1]1([S:2](=[O:3])(=[O:4])[n:10]2[c:11]([C:21](=[CH:22][CH:23]3[CH2:24][CH2:25][CH2:26][CH2:27][CH2:28]3)[c:29]3[cH:30][cH:31][c:32]([S:35](=[O:36])(=[O:37])[CH3:38])[cH:33][cH:34]3)[cH:12][c:13]3[c:14]2[n:15][cH:16][c:17]([O:19][CH3:20])[cH:18]3)[cH:5][cH:6][cH:7][cH:8][cH:9]1>>[nH:10]1[c:11]([C:21](=[CH:22][CH:23]2[CH2:24][CH2:25][CH2:26][CH2:27][CH2:28]2)[c:29]2[cH:30][cH:31][c:32]([S:35](=[O:36])(=[O:37])[CH3:38])[cH:33][cH:34]2)[cH:12][c:13]2[c:14]1[n:15][cH:16][c:17]([O:19][CH3:20])[cH:18]2. The reactants are CCc1ccc(Nc2nnc(Cc3ccnc(OC)c3)c3ccccc23)cc1Br, ClC(Cl)Cl. Yields the product CCc1ccc(Nc2nnc(Cc3ccnc(O)c3)c3ccccc23)cc1Br. Reaction SMILES: [Br:1][c:2]1[cH:3][c:4]([NH:5][c:6]2[n:7][n:8][c:9]([CH2:16][c:17]3[cH:18][c:19]([O:23][CH3:24])[n:20][cH:21][cH:22]3)[c:10]3[cH:11][cH:12][cH:13][cH:14][c:15]23)[cH:25][cH:26][c:27]1[CH2:28][CH3:29].[CH:30]([Cl:31])([Cl:32])[Cl:33]>>[Br:1][c:2]1[cH:3][c:4]([NH:5][c:6]2[n:7][n:8][c:9]([CH2:16][c:17]3[cH:18][c:19]([OH:23])[n:20][cH:21][cH:22]3)[c:10]3[cH:11][cH:12][cH:13][cH:14][c:15]23)[cH:25][cH:26][c:27]1[CH2:28][CH3:29]. Reactants: ClC=1C(=C(C=C(C1Cl)C)[N+](=O)[O-])C (3,4-dichloro-2,5-dimethyl-1-nitrobenzene). Reagents/catalysts: [Pd] (palladium on activated carbon). Run in C(C)O (ethanol). Yields the product ClC=1C(=C(N)C=C(C1Cl)C)C (3,4-dichloro-2,5-dimethylaniline). Isolated yield 20.0%. As a reaction SMILES: [Cl:1][C:2]1[C:3]([CH3:13])=[C:4]([N+:10]([O-])=O)[CH:5]=[C:6]([CH3:9])[C:7]=1[Cl:8]>C(O)C.[Pd]>[Cl:1][C:2]1[C:3]([CH3:13])=[C:4]([CH:5]=[C:6]([CH3:9])[C:7]=1[Cl:8])[NH2:10]. Procedure details: A solution of 5.0 grams (0.03 mole) of 3,4-dichloro-2,5-dimethyl-1-nitrobenzene in 70 milliliters of ethanol was hydrogenated at room temperature at 50 psi in the presence of 0.25 gram of 10% palladium on activated carbon as a catalyst. Working up the reaction mixture gave 1.21 grams (0.006 mole) of 3,4-dichloro-2,5-dimethylaniline as a yellow solid having a melting point of 72° C.-76° C. NMR analysis of the product indicated the following: Starting materials: C(C)(=O)NC1CN(CC1=O)C(=O)OC(C)(C)C (tert-Butyl 3-(acetylamino)-4-oxopyrrolidine-1-carboxylate), [OH-].COC(=O)NS(=O)(=O)[N+](CC)(CC)CC ((methoxycarbonylsulfamoyl)triethylammonium hydroxide). Run in O1CCCC1 (tetrahydrofuran). Yields the product CC=1OC2=C(N1)CN(C2)C(=O)OC(C)(C)C (tert-Butyl 2-methyl-4,6-dihydro-5H-pyrrolo[3,4-d][1,3]oxazole-5-carboxylate). Reaction SMILES: [C:1]([NH:4][CH:5]1[C:9](=[O:10])[CH2:8][N:7]([C:11]([O:13][C:14]([CH3:17])([CH3:16])[CH3:15])=[O:12])[CH2:6]1)(=O)[CH3:2].[OH-].COC(NS([N+](CC)(CC)CC)(=O)=O)=O>O1CCCC1>[CH3:2][C:1]1[O:10][C:9]2[CH2:8][N:7]([C:11]([O:13][C:14]([CH3:17])([CH3:16])[CH3:15])=[O:12])[CH2:6][C:5]=2[N:4]=1 |f:1.2|. Reported procedure: A solution of tert-butyl 3-(acetylamino)-4-oxopyrrolidine-1-carboxylate obtained in Step B (310 mg) in tetrahydrofuran (4 mL) and (methoxycarbonylsulfamoyl)triethylammonium hydroxide (762 mg) was heated in a sealed tube at 75° C. for 3 h and evaporated under reduced pressure. The residue was then purified on a Biotage Horizon® system (silica, gradient 30-55% ethyl acetate in hexane) to yield the title compound.